This data is from the Open Reaction Database (ORD), a public repository of structured organic reaction records. The task is: describe an organic reaction: reactants, conditions, products, and yield Reactants: C(C)(=O)OCC (ethyl acetate), ClC(C(=O)Cl)(Cl)Cl (trichloroacetyl chloride), 5C, Cl (hydrochloric acid), FC1=C(C=CC(=C1)F)C(C(C(=O)N)(F)F)(CN1N=CN=C1)O (3-(2,4-difluorophenyl)-2,2-difluoro-3-hydroxy4(1H-1,2,4triazol-1-yl)butanamide). The solvent is N1=CC=CC=C1 (pyridine), O (water). Yields the product FC1=C(C=CC(=C1)F)C(C(C#N)(F)F)(CN1N=CN=C1)O (3-(2,4-difluorophenyl)-2,2-difluoro-3-hydroxy-4-(1H-1,2,4-triazol-1-yl)butanenitrile). Isolated yield 70.7%. Reaction SMILES: [F:1][C:2]1[CH:7]=[C:6]([F:8])[CH:5]=[CH:4][C:3]=1[C:9]([OH:22])([CH2:16][N:17]1[CH:21]=[N:20][CH:19]=[N:18]1)[C:10]([F:15])([F:14])[C:11]([NH2:13])=O.ClC(Cl)(Cl)C(Cl)=O.C(OCC)(=O)C.Cl>N1C=CC=CC=1.O>[F:1][C:2]1[CH:7]=[C:6]([F:8])[CH:5]=[CH:4][C:3]=1[C:9]([OH:22])([CH2:16][N:17]1[CH:21]=[N:20][CH:19]=[N:18]1)[C:10]([F:14])([F:15])[C:11]#[N:13]. Procedure details: In 5 ml of pyridine was dissolved 150 mg of 3-(2,4-difluorophenyl)-2,2-difluoro-3-hydroxy4(1H-1,2,4triazol-1-yl)butanamide. To the solution was added 100 mg of trichloroacetyl chloride at 0°-5C. The resulting mixture was subjected to reaction at the same temperature for 2 hours. Then, the reaction mixture was introduced into a mixed solvent consisting of 10 ml of ethyl acetate and 5 ml of water. The resulting solution was adjusted to pH 2.0 with 6N hydrochloric acid. The organic layer was separa... Starting materials: BrC1=CN=CC2=CC=CC(=C12)[N+](=O)[O-] (4-Bromo-5-nitroisoquinoline), COC=1C(=C(C=CC1OC)B1OC(C(O1)(C)C)(C)C)OCOC (2-(3,4-Dimethoxy-2-methoxymethoxyphenyl)-4,4,5,5-tetramethyl[1,3,2]dioxaborolane), [OH-].[K+] (Potassium hydroxide). Reagents/catalysts: C=1C=CC(=CC1)[P](C=2C=CC=CC2)(C=3C=CC=CC3)[Pd]([P](C=4C=CC=CC4)(C=5C=CC=CC5)C=6C=CC=CC6)([P](C=7C=CC=CC7)(C=8C=CC=CC8)C=9C=CC=CC9)[P](C=1C=CC=CC1)(C=1C=CC=CC1)C=1C=CC=CC1 (tetrakis(triphenylphosphine)palladium(0)), [Br-].C(CCC)[N+](CCCC)(CCCC)CCCC (tetrabutylammonium bromide). The solvent is C(OC)COC (DME), C(OC)COC (dimethoxyethane), O (water). The product is COC=1C(=C(C=CC1OC)C1=CN=CC2=CC=CC(=C12)[N+](=O)[O-])OCOC (4-(3,4-Dimethoxy-2-methoxymethoxyphenyl)-5-nitroisoquinoline). The yield is 99.9%. As a reaction SMILES: Br[C:2]1[C:11]2[C:6](=[CH:7][CH:8]=[CH:9][C:10]=2[N+:12]([O-:14])=[O:13])[CH:5]=[N:4][CH:3]=1.[CH3:15][O:16][C:17]1[C:18]([O:34][CH2:35][O:36][CH3:37])=[C:19](B2OC(C)(C)C(C)(C)O2)[CH:20]=[CH:21][C:22]=1[O:23][CH3:24].[OH-].[K+]>C(COC)OC.[Br-].C([N+](CCCC)(CCCC)CCCC)CCC.O.C1C=CC([P]([Pd]([P](C2C=CC=CC=2)(C2C=CC=CC=2)C2C=CC=CC=2)([P](C2C=CC=CC=2)(C2C=CC=CC=2)C2C=CC=CC=2)[P](C2C=CC=CC=2)(C2C=CC=CC=2)C2C=CC=CC=2)(C2C=CC=CC=2)C2C=CC=CC=2)=CC=1>[CH3:15][O:16][C:17]1[C:18]([O:34][CH2:35][O:36][CH3:37])=[C:19]([C:2]2[C:11]3[C:6](=[CH:7][CH:8]=[CH:9][C:10]=3[N+:12]([O-:14])=[O:13])[CH:5]=[N:4][CH:3]=2)[CH:20]=[CH:21][C:22]=1[O:23][CH3:24] |f:2.3,5.6,^1:68,70,89,108|. Procedure: Isoquinoline 3 (3.36 g; 0.0143 mol), pinacol boronate ester 2 (5.562 g; 0.0172 mol), and 1.0 g (6 mol %) of tetrakis(triphenylphosphine)palladium(0) were suspended in 100 ml of dimethoxyethane (DME). Potassium hydroxide (3.6 g; 0.064 mol), and 0.46 g (10 mol %) of tetrabutylammonium bromide were dissolved in 14.5 ml of water and added to the DME mixture. The resulting suspension was degassed for 30 minutes with argon and then heated at reflux for four hours. The resulting black solution was allo... Reactants: COC(C1=C(C=NC=C1)OC)=O (methyl-3-methoxyisonicotinoate), C(C)(=O)OC (methyl acetate), three, C([O-])(O)=O.[Na+] (sodium bicarbonate), [Na] (Sodium), [Na] (sodium), Cl (hydrochloric acid). Solvent: CO (methanol), O (water), CO (methanol). Product: COC=1C=NC=CC1C(C)=O (3-methoxy-4-acetylpyridine). Yield: 46.3%. RXN SMILES: [Na].CO[C:4](=[O:13])[C:5]1[CH:10]=[CH:9][N:8]=[CH:7][C:6]=1[O:11][CH3:12].[C:14](OC)(=O)C.Cl.C(=O)(O)[O-].[Na+]>O.CO>[CH3:12][O:11][C:6]1[CH:7]=[N:8][CH:9]=[CH:10][C:5]=1[C:4](=[O:13])[CH3:14] |f:4.5,^1:0|. Procedure: A dry 50 mL three neck flask fitted with a reflux condenser and internal thermometer was charged with dry methanol (20 mL). Sodium (516 mg, 0.022 mol) was added in portions and after all the sodium had dissolved the methanol was removed by distillation. The resulting sodium methoxide was cooled and a mixture of methyl-3-methoxyisonicotinoate (2.50 g, 0.015 mol) and methyl acetate (6.65 g, 0.090 mol) was added dropwise. The mixture was refluxed for four hours, allowed to cool and dissolved in wat... The reactants are BrC=1C(=NC=C(C1)C(NC1=CC=C(C=C1)OC(F)(F)F)=O)N1C[C@H](CC1)NC(OC(C)(C)C)=O ((S)-tert-butyl (1-(3-bromo-5-((4-(trifluoromethoxy)phenyl)carbamoyl)pyridin-2-yl)pyrrolidin-3-yl)carbamate), CC1=CC=C(C=N1)B(O)O ((6-methylpyridin-3-yl)boronic acid). Yields the product N[C@@H]1CN(CC1)C1=NC=C(C=C1C=1C=NC(=CC1)C)C(=O)NC1=CC=C(C=C1)OC(F)(F)F ((S)-2-(3-Aminopyrrolidin-1-yl)-6′-methyl-N-(4-(trifluoromethoxy)phenyl)-[3,3′-bipyridine]-5-carboxamide). RXN SMILES: Br[C:2]1[C:3]([N:22]2[CH2:26][CH2:25][C@H:24]([NH:27]C(=O)OC(C)(C)C)[CH2:23]2)=[N:4][CH:5]=[C:6]([C:8](=[O:21])[NH:9][C:10]2[CH:15]=[CH:14][C:13]([O:16][C:17]([F:20])([F:19])[F:18])=[CH:12][CH:11]=2)[CH:7]=1.[CH3:35][C:36]1[N:41]=[CH:40][C:39](B(O)O)=[CH:38][CH:37]=1>>[NH2:27][C@H:24]1[CH2:25][CH2:26][N:22]([C:3]2[C:2]([C:39]3[CH:40]=[N:41][C:36]([CH3:35])=[CH:37][CH:38]=3)=[CH:7][C:6]([C:8]([NH:9][C:10]3[CH:15]=[CH:14][C:13]([O:16][C:17]([F:20])([F:19])[F:18])=[CH:12][CH:11]=3)=[O:21])=[CH:5][N:4]=2)[CH2:23]1. Procedure details: The title compound was prepared in an analogous fashion to that described in Example 93 using (S)-tert-butyl (1-(3-bromo-5-((4-(trifluoromethoxy)phenyl)carbamoyl)pyridin-2-yl)pyrrolidin-3-yl)carbamate (Stage 96.1) and (6-methylpyridin-3-yl)boronic acid. LC-MS (Condition 6) tR=0.79 min, m/z=448.0 [M+H]+. Starting materials: N(=C=O)CCC[Si](OCC)(OCC)OCC (3-isocyanatopropyltriethoxysilane), C1(CCCCCCC=CCCCCCCC1)O (8-cyclohexadecen-1-ol), [BH4-].[Na+] (NaBH4), [N-]=C=O (isocyanate), C1(CCCCCCC=CCCCCCCC1)=O (8-cyclohexadecen-1-one). Run in C(C)N(CC)CC (triethylamine), C(C)O (ethanol). Run at time 24 hour. The product is C(C)O[Si](CCCNC(OC1CCCCCCC=CCCCCCCC1)=O)(OCC)OCC (8-Cyclohexadecenyl 3-triethoxysilylpropylcarbamate). As a reaction SMILES: [N:1]([CH2:4][CH2:5][CH2:6][Si:7]([O:14][CH2:15][CH3:16])([O:11][CH2:12][CH3:13])[O:8][CH2:9][CH3:10])=[C:2]=[O:3].[CH:17]1([OH:33])[CH2:32][CH2:31][CH2:30][CH2:29][CH2:28][CH2:27][CH2:26][CH:25]=[CH:24][CH2:23][CH2:22][CH2:21][CH2:20][CH2:19][CH2:18]1.C1(=O)CCCCCCCC=CCCCCCC1.[BH4-].[Na+].[N-]=C=O>C(O)C.C(N(CC)CC)C>[CH2:12]([O:11][Si:7]([O:14][CH2:15][CH3:16])([O:8][CH2:9][CH3:10])[CH2:6][CH2:5][CH2:4][NH:1][C:2](=[O:3])[O:33][CH:17]1[CH2:32][CH2:31][CH2:30][CH2:29][CH2:28][CH2:27][CH2:26][CH:25]=[CH:24][CH2:23][CH2:22][CH2:21][CH2:20][CH2:19][CH2:18]1)[CH3:13] |f:3.4|. Reported procedure: 1 ml of 3-isocyanatopropyltriethoxysilane and 50 mg of triethylamine are added to 0.9 g of 8-cyclohexadecen-1-ol, prepared by reduction of 8-cyclohexadecen-1-one using NaBH4 in ethanol, and the mixture is kept at 80° C. for 24 hours. Low-boiling components are removed at 90° C./0.1 mbar. The residue solidifies on cooling to form a wax and shows only traces of an isocyanate band in the IR spectrum, but instead a strong band (1700 cm-1) of the ##STR5## 5.2(m, 2H, --CH=CH--); 0.6 (m, --CH2Si). Starting materials: [H-].[Na+] (Sodium hydride), ice water, FC1=C(C(=O)O)C=C(C=C1)NS(=O)(=O)C (2-Fluoro-5-methanesulfonylaminobenzoic acid), N,N'-carbonyldiimidazole, [N+](=O)([O-])C (nitro-methane), Cl (hydrochloric acid). The solvent is CN(C=O)C (N,N-dimethylformamide), CN(C=O)C (N,N-dimethylformamide). Product: FC1=C(C=C(NS(=O)(=O)C)C=C1)C(C[N+](=O)[O-])=O (4'-fluoro-3'-(2-nitroacetyl)-methanesulfonanilide). The yield is 86.5%. Reaction SMILES: [H-].[Na+].[N+:3]([CH3:6])([O-:5])=[O:4].[F:7][C:8]1[CH:16]=[CH:15][C:14]([NH:17][S:18]([CH3:21])(=[O:20])=[O:19])=[CH:13][C:9]=1[C:10](O)=[O:11].Cl>CN(C)C=O>[F:7][C:8]1[CH:16]=[CH:15][C:14]([NH:17][S:18]([CH3:21])(=[O:20])=[O:19])=[CH:13][C:9]=1[C:10](=[O:11])[CH2:6][N+:3]([O-:5])=[O:4] |f:0.1|. Reported procedure: 60% Sodium hydride (3.0 g) was suspended in 20 ml of N,N-dimethylformamide, then 8.4 g of nitro-methane was gradually dropped thereinto with ice-cooling and stirring and the mixture was stirred at room temperature for 30 minutes. 2-Fluoro-5-methanesulfonylaminobenzoic acid (8.0 g) and 6.7 g of N,N'-carbonyldiimidazole were dissolved in 30 ml of N,N-dimethylformamide and the solution was made to react at room temperature for 1 hour. The reaction mixture was added, with ice-cooling, to the solutio... The reactants are FC=1C=C(C=CC1)CC#N (3-fluorophenylacetonitrile), ClCCN(C(OC(C)(C)C)=O)CCCl (tert-butyl bis(2-chloroethyl)carbamate), [H-].[Na+] (sodium hydride). Solvent: CS(=O)C (DMSO), ClCCl (dichloromethane). Conditions: temperature 18 celsius, time 2 hour. The product is C(#N)C1(CCN(CC1)C(=O)OC(C)(C)C)C1=CC(=CC=C1)F (tert-butyl 4-cyano-4-(3-fluorophenyl)piperidine-1-carboxylate). Reaction SMILES: [F:1][C:2]1[CH:3]=[C:4]([CH2:8][C:9]#[N:10])[CH:5]=[CH:6][CH:7]=1.Cl[CH2:12][CH2:13][N:14]([CH2:22][CH2:23]Cl)[C:15](=[O:21])[O:16][C:17]([CH3:20])([CH3:19])[CH3:18].[H-].[Na+]>CS(C)=O.ClCCl>[C:9]([C:8]1([C:4]2[CH:5]=[CH:6][CH:7]=[C:2]([F:1])[CH:3]=2)[CH2:23][CH2:22][N:14]([C:15]([O:16][C:17]([CH3:19])([CH3:18])[CH3:20])=[O:21])[CH2:13][CH2:12]1)#[N:10] |f:2.3|. Procedure details: A mixture of 3-fluorophenylacetonitrile (200 mg, 1.48 mmol) and tert-butyl bis(2-chloroethyl)carbamate (358 mg, 1.48 mmol) was dissolved in 14.8 mL of anhydrous DMSO. The reaction was purged with a stream of nitrogen and cooled to 18° C. To this reaction was added sodium hydride (358 mg, 1.48 mmol), which was then warmed to ambient temperature and stirred for 2 hours. The reaction was warmed to 50° C. and stirred for 17 hours. The mixture was diluted with dichloromethane (40 mL), washed with wat... Starting materials: C(C)(C)(C)C1=C(C=C(C=C1)C(N)=O)NC(CC(CCCCC)C1=C(C=C(C=C1)OCC1=CC=CC=C1)OC)=O (N-(2-t-Butyl-5-carbamoylphenyl)-3-(4-benzyloxy-2-methoxyphenyl)octanamide), [H][H] (hydrogen). The reagents and catalysts are [Pd] (palladium-on-charcoal). Solvent: C(C)O (ethanol). Product: C(C)(C)(C)C1=C(C=C(C=C1)C(N)=O)NC(CC(CCCCC)C1=C(C=C(C=C1)O)OC)=O (N-(2-t-Butyl-5-carbamoylphenyl)-3-(4-hydroxy-2-methoxyphenyl)octanamide). Reaction SMILES: [C:1]([C:5]1[CH:10]=[CH:9][C:8]([C:11](=[O:13])[NH2:12])=[CH:7][C:6]=1[NH:14][C:15](=[O:39])[CH2:16][CH:17]([C:23]1[CH:28]=[CH:27][C:26]([O:29]CC2C=CC=CC=2)=[CH:25][C:24]=1[O:37][CH3:38])[CH2:18][CH2:19][CH2:20][CH2:21][CH3:22])([CH3:4])([CH3:3])[CH3:2].[H][H]>C(O)C.[Pd]>[C:1]([C:5]1[CH:10]=[CH:9][C:8]([C:11](=[O:13])[NH2:12])=[CH:7][C:6]=1[NH:14][C:15](=[O:39])[CH2:16][CH:17]([C:23]1[CH:28]=[CH:27][C:26]([OH:29])=[CH:25][C:24]=1[O:37][CH3:38])[CH2:18][CH2:19][CH2:20][CH2:21][CH3:22])([CH3:2])([CH3:3])[CH3:4]. Procedure: A solution of 2.46 g (4.64 mmol) of N-(2-t-butyl-5-carbamoylphenyl)-3-(4-benzyloxy-2-methoxyphenyl)octanamide (prepared as described in Example 123) in 100 ml of ethanol was vigorously stirred at 40° C. under a stream of hydrogen in the presence of 10% palladium-on-charcoal for 1.5 hours. At the end of this time, the reaction mixture was filtered using a Celite (trade mark) filter aid to remove the catalyst, and the filtrate was concentrated to dryness by evaporation under reduced pressure. The ... Product: CC(C)(C)OC(=O)NC(CNS(C)(=O)=O)c1ccc(Cl)cc1. RXN SMILES: [CH2:19]([N:20]([CH:21]([CH3:22])[CH3:23])[CH:24]([CH3:25])[CH3:26])[CH3:27].[CH2:33]1[O:34][CH2:35][CH2:36][CH2:37]1.[CH3:28][S:29]([Cl:30])(=[O:31])=[O:32].[NH2:1][CH2:2][CH:3]([c:4]1[cH:5][cH:6][c:7]([Cl:10])[cH:8][cH:9]1)[NH:11][C:12]([O:13][C:14]([CH3:15])([CH3:16])[CH3:17])=[O:18]>>[NH:1]([CH2:2][CH:3]([c:4]1[cH:5][cH:6][c:7]([Cl:10])[cH:8][cH:9]1)[NH:11][C:12]([O:13][C:14]([CH3:15])([CH3:16])[CH3:17])=[O:18])[S:29]([CH3:28])(=[O:31])=[O:32]. The reactants are CCN(C(C)C)C(C)C, C1CCOC1, CS(=O)(=O)Cl, CC(C)(C)OC(=O)NC(CN)c1ccc(Cl)cc1.